describe an organic reaction: reactants, conditions, products, and yield From a dataset of the Open Reaction Database (ORD), a public repository of structured organic reaction records. The solvent is O (water). Reported procedure: The title compound was prepared from 7(3-hydroxypropylamino)-5-methyl-1H-pyrazolo[4,3-b]pyridine (1.125 g) and acetyl chloride by the general method of Example 4 with the following addition. After removal of solvents under reduced pressure the crude reaction mixture was dissolved in water and brought to pH 9 with 10% sodium hydroxide. The resulting solid was collected and dried before purifying by column chromatography under the conditions used for Example 4. A clear gum was obtained which on tr... RXN SMILES: [OH:1][CH2:2][CH2:3][CH2:4][NH:5][C:6]1[CH:11]=[C:10]([CH3:12])[N:9]=[C:8]2[CH:13]=[N:14][NH:15][C:7]=12.[C:16](Cl)(=[O:18])[CH3:17].[OH-].[Na+]>O>[C:16]([O:1][CH2:2][CH2:3][CH2:4][NH:5][C:6]1[CH:11]=[C:10]([CH3:12])[N:9]=[C:8]2[CH:13]=[N:14][NH:15][C:7]=12)(=[O:18])[CH3:17] |f:2.3|. Product: C(C)(=O)OCCCNC1=C2C(=NC(=C1)C)C=NN2 (7-[3-Acetoxypropylamino]-5-methyl-1H-pyrazolo[4,3-b]-pyridine). The reactants are OCCCNC1=C2C(=NC(=C1)C)C=NN2 (7(3-hydroxypropylamino)-5-methyl-1H-pyrazolo[4,3-b]pyridine), C(C)(=O)Cl (acetyl chloride), [OH-].[Na+] (sodium hydroxide). Starting materials: ClC1=C(C=CC(=C1)Cl)C(C(=C)C1=CC=CC=C1)=O (1-(2,4-dichlorophenyl)-2-phenylpropen-1-one), N1C=NC=C1 (imidazol). The solvent is O1CCCC1 (tetrahydrofuran), C(C)(=O)OCC (ethyl acetate). Yields the product ClC1=C(C=CC(=C1)Cl)C(C(CN1C=NC=C1)C1=CC=CC=C1)=O (1-(2,4-dichlorophenyl)-3-(imidazol-1-yl)-2-phenylpropan-1-one). Reaction SMILES: [Cl:1][C:2]1[CH:7]=[C:6]([Cl:8])[CH:5]=[CH:4][C:3]=1[C:9](=[O:18])[C:10]([C:12]1[CH:17]=[CH:16][CH:15]=[CH:14][CH:13]=1)=[CH2:11].[NH:19]1[CH:23]=[CH:22][N:21]=[CH:20]1>O1CCCC1.C(OCC)(=O)C>[Cl:1][C:2]1[CH:7]=[C:6]([Cl:8])[CH:5]=[CH:4][C:3]=1[C:9](=[O:18])[CH:10]([C:12]1[CH:13]=[CH:14][CH:15]=[CH:16][CH:17]=1)[CH2:11][N:19]1[CH:23]=[CH:22][N:21]=[CH:20]1. Procedure: A solution of 1-(2,4-dichlorophenyl)-2-phenylpropen-1-one (4g), imidazol (1.36 g) and tetramethylquanidine (0.5 ml) in tetrahydrofuran (100 ml) was heated at reflux for 12 hours. The reaction mixture was cooled and concentrated under reduced pressure to yield a gum. The gum was dissolved in ethyl acetate, washed with distilled water, and acidified with 4N hydrochloric acid. The aqueous phase was basified with sodium carbonate and extracted with ethyl acetate. The organic phase was separated, was... Starting materials: C1CCOC1, CCCCC(CC(=O)OC)c1ccc(OCc2ccc(C(C)(C)C)c(-c3cc(OC)ccc3F)c2)cc1, CCO, [Na+], [OH-]. The product is CCCCC(CC(=O)O)c1ccc(OCc2ccc(C(C)(C)C)c(-c3cc(OC)ccc3F)c2)cc1. As a reaction SMILES: [CH2:38]1[O:39][CH2:40][CH2:41][CH2:42]1.[CH3:1][C:2]([CH3:3])([CH3:4])[c:5]1[cH:6][cH:7][c:8]([CH2:20][O:21][c:22]2[cH:23][cH:24][c:25]([CH:28]([CH2:29][C:30](=[O:31])[O:32][CH3:33])[CH2:34][CH2:35][CH2:36][CH3:37])[cH:26][cH:27]2)[cH:9][c:10]1-[c:11]1[c:12]([F:19])[cH:13][cH:14][c:15]([O:17][CH3:18])[cH:16]1.[CH3:43][CH2:44][OH:45].[Na+:47].[OH-:46]>>[CH3:1][C:2]([CH3:3])([CH3:4])[c:5]1[cH:6][cH:7][c:8]([CH2:20][O:21][c:22]2[cH:23][cH:24][c:25]([CH:28]([CH2:29][C:30](=[O:31])[OH:32])[CH2:34][CH2:35][CH2:36][CH3:37])[cH:26][cH:27]2)[cH:9][c:10]1-[c:11]1[c:12]([F:19])[cH:13][cH:14][c:15]([O:17][CH3:18])[cH:16]1.